Dataset: the Open Reaction Database (ORD), a public repository of structured organic reaction records. Task: describe an organic reaction: reactants, conditions, products, and yield Reaction SMILES: [Br:17][CH2:18][c:19]1[cH:20][cH:21][c:22]([C:23]#[N:24])[cH:25][cH:26]1.[CH3:27][N:28]([CH3:29])[CH:30]=[O:31].[CH3:32][OH:33].[CH:1]1([N:5]2[CH2:6][CH2:7][c:8]3[c:9]([cH:12][nH:13][n:14]3)[CH2:10][CH2:11]2)[CH2:2][CH2:3][CH2:4]1.[H-:15].[Na+:16]>>[CH:1]1([N:5]2[CH2:6][CH2:7][c:8]3[c:9]([cH:12][n:13]([CH2:18][c:19]4[cH:20][cH:21][c:22]([C:23]#[N:24])[cH:25][cH:26]4)[n:14]3)[CH2:10][CH2:11]2)[CH2:2][CH2:3][CH2:4]1. Product: N#Cc1ccc(Cn2cc3c(n2)CCN(C2CCC2)CC3)cc1. Reactants: N#Cc1ccc(CBr)cc1, CN(C)C=O, CO, c1[nH]nc2c1CCN(C1CCC1)CC2, [H-], [Na+].